Dataset: the Open Reaction Database (ORD), a public repository of structured organic reaction records. Task: describe an organic reaction: reactants, conditions, products, and yield Starting materials: [Cl-].[Al+3].[Cl-].[Cl-] (aluminium chloride), CC1(C(=O)OC(C1)=O)C (2,2-dimethylsuccinic anhydride), ClC1=CC=CC=C1 (chlorobenzene), Cl (hydrochloric acid). The solvent is O (water), O (water). Product: ClC1=CC=C(C(=O)CC(C(=O)O)(C)C)C=C1 (3-(4-chlorobenzoyl)-2,2-dimethylpropionic acid). Reaction SMILES: [Cl-].[Al+3].[Cl-].[Cl-].[CH3:5][C:6]1([CH3:13])[CH2:11][C:10](=[O:12])[O:9][C:7]1=[O:8].[Cl:14][C:15]1[CH:20]=[CH:19][CH:18]=[CH:17][CH:16]=1.Cl>O>[Cl:14][C:15]1[CH:20]=[CH:19][C:18]([C:10]([CH2:11][C:6]([CH3:13])([CH3:5])[C:7]([OH:9])=[O:8])=[O:12])=[CH:17][CH:16]=1 |f:0.1.2.3|. Procedure: Finely powdered aluminium chloride (29.35 g), 2,2-dimethylsuccinic anhydride (13.9 g) and chlorobenzene (45 ml) were mixed, then stirred and heated on a boiling-water bath for 1.5 hours. The resulting mixture was cooled to room temperature and then poured onto a mixture of ice and water containing a little hydrochloric acid. The resulting mixture was extracted with ether. The ethereal layer was shaken with 2N sodium hydroxide and the resulting aqueous layer washed with ether, acidified with conc... Reactants: [OH-].[Na+] (sodium hydroxide), ClC1=CC=C2C(=CNC2=C1)C(C(F)(F)F)=O (1-(6-chloro-1H-indol-3-yl)-2,2,2-trifluoro-ethanone), C([O-])([O-])=O.[K+].[K+] (potassium carbonate), ICC1CCCC1 (iodomethylcyclopentane). Solvent: CN(C=O)C (N,N-dimethylformamide). Reaction conditions: temperature 60 celsius. The product is ClC1=CC=C2C(=CN(C2=C1)CC1CCCC1)C(=O)O (6-chloro-1-cyclopentylmethyl-1H-indole-3-carboxylic acid). Isolated yield 98.0%. Reaction SMILES: [Cl:1][C:2]1[CH:10]=[C:9]2[C:5]([C:6]([C:11](=[O:16])C(F)(F)F)=[CH:7][NH:8]2)=[CH:4][CH:3]=1.C(=O)([O-])[O-].[K+].[K+].I[CH2:24][CH:25]1[CH2:29][CH2:28][CH2:27][CH2:26]1.[OH-:30].[Na+]>CN(C)C=O>[Cl:1][C:2]1[CH:10]=[C:9]2[C:5]([C:6]([C:11]([OH:16])=[O:30])=[CH:7][N:8]2[CH2:24][CH:25]2[CH2:29][CH2:28][CH2:27][CH2:26]2)=[CH:4][CH:3]=1 |f:1.2.3,5.6|. Procedure: A mixture of 1-(6-chloro-1H-indol-3-yl)-2,2,2-trifluoro-ethanone (300 mg, 1.21 mmol), potassium carbonate (419 mg, 3.03 mmol), and iodomethylcyclopentane (383 mg, 1.82 mmol) in N,N-dimethylformamide (4 mL) in a sealed reaction vessel was heated at 60° C. for 6 h. At this time, the reaction was cooled to 25° C. and partitioned between water (50 mL) and ethyl acetate (50 mL). This mixture was treated with a 1N aqueous hydrochloric acid solution (15 mL), shaken, and separated. The organic layer was... Reactants: [OH-].[Na+] (NaOH), C(C)(C)(C)OC1=C(CNC(=O)[C@]2(C=CC(C2)N2C(=CC=C2C)C)C(C)C)C=C(C=C1)C(F)(F)F ((1S)—N-[2-tert-butoxy-5-(trifluoromethyl)benzyl]-4-(2,5-dimethyl-1H-pyrrol-1-yl)-1-isopropylcyclopent-2-ene-1-carboxamide), Cl (HCl), ON (hydroxyamine). Run in CO.O (MeOH H2O), CCOC(=O)C (EtOAc). Reaction conditions: temperature 70 celsius. Yields the product NC1C=C[C@@](C1)(C(=O)NCC1=C(C=CC(=C1)C(F)(F)F)OC(C)(C)C)C(C)C ((1S)-4-amino-N-[2-tert-butoxy-5-(trifluoromethyl)benzyl]-1-isopropylcyclopent-2-ene-1-carboxamide). Yield: 90.6%. As a reaction SMILES: [C:1]([O:5][C:6]1[CH:30]=[CH:29][C:28]([C:31]([F:34])([F:33])[F:32])=[CH:27][C:7]=1[CH2:8][NH:9][C:10]([C@:12]1([CH:24]([CH3:26])[CH3:25])[CH2:16][CH:15]([N:17]2C(C)=CC=C2C)[CH:14]=[CH:13]1)=[O:11])([CH3:4])([CH3:3])[CH3:2].Cl.ON.[OH-].[Na+]>CO.O.CCOC(C)=O>[NH2:17][CH:15]1[CH2:16][C@@:12]([CH:24]([CH3:26])[CH3:25])([C:10]([NH:9][CH2:8][C:7]2[CH:27]=[C:28]([C:31]([F:33])([F:34])[F:32])[CH:29]=[CH:30][C:6]=2[O:5][C:1]([CH3:3])([CH3:2])[CH3:4])=[O:11])[CH:13]=[CH:14]1 |f:3.4,5.6|. Procedure: A mixture of (1S)—N-[2-tert-butoxy-5-(trifluoromethyl)benzyl]-4-(2,5-dimethyl-1H-pyrrol-1-yl)-1-isopropylcyclopent-2-ene-1-carboxamide (46 g, 97 mmol),hydroxyanime HCl (41 g, 580 mmol), and hydroxyamine (50% in H2O, 50 mL) in MeOH:H2O (2:1, 450 mL) was heated to 70° C. for 11 hr until no more starting material left as judged by HPLC. The reaction mixture was then cooled to r. t., the pH was adjusted to 11.0 with 1 N NaOH, and it was diluted with EtOAc. The aqueous phase was then extracted with E... Reactants: NC1=C(C(=NN1C(CCC)CCCCCC)CCC)C(=O)N (5-amino-3-propyl-1-(4-decyl)-1H-pyrazole-4-carboxamide), COC=1C=C(C=CC1OC)CC(=O)OC (methyl 3,4-dimethoxyphenylacetate), CC(C)([O-])C.[K+] (potassium tert-butoxide), C(O)([O-])=O.[Na+] (sodium hydrogen carbonate). Run in ClCCl (dichloromethane). Yields the product COC=1C=C(CC=2NC(C3=C(N2)N(N=C3CCC)C(CCC)CCCCCC)=O)C=CC1OC (6-(3,4-Dimethoxy-benzyl)-1-(4-decyl)-3-propyl-1,5-dihydro-pyrazolo[3,4-d]pyrimidin-4-one). The yield is 74.1%. RXN SMILES: [NH2:1][C:2]1[N:6]([CH:7]([CH2:11][CH2:12][CH2:13][CH2:14][CH2:15][CH3:16])[CH2:8][CH2:9][CH3:10])[N:5]=[C:4]([CH2:17][CH2:18][CH3:19])[C:3]=1[C:20]([NH2:22])=[O:21].[CH3:23][O:24][C:25]1[CH:26]=[C:27]([CH2:33][C:34](OC)=O)[CH:28]=[CH:29][C:30]=1[O:31][CH3:32].CC(C)([O-])C.[K+].C(=O)([O-])O.[Na+]>ClCCl>[CH3:23][O:24][C:25]1[CH:26]=[C:27]([CH:28]=[CH:29][C:30]=1[O:31][CH3:32])[CH2:33][C:34]1[NH:22][C:20](=[O:21])[C:3]2[C:4]([CH2:17][CH2:18][CH3:19])=[N:5][N:6]([CH:7]([CH2:11][CH2:12][CH2:13][CH2:14][CH2:15][CH3:16])[CH2:8][CH2:9][CH3:10])[C:2]=2[N:1]=1 |f:2.3,4.5|. Reported procedure: 6 mg (0.019 mmol) of 5-amino-3-propyl-1-(4-decyl)-1H-pyrazole-4-carboxamide and 20 mg (0.095 mmol) of methyl 3,4-dimethoxyphenylacetate are refluxed for 6 hours in 0.3 ml of a 0.5M ethanolic potassium tert-butoxide solution. After dichloromethane and saturated aqueous sodium hydrogen carbonate have been added, the phases are separated. Purification by chromatography gives 6.6 mg (68%) of a solid, Rf=0.25 (dichloromethane/methanol=15:1). Reaction conditions: temperature 80 celsius, time 1 hour. Reactants: CCCC[N+](CCCC)(CCCC)CCCC.[F-] (TBAF), ClC=1C(=CC2=C(N(C(=N2)OC=2C=CC(=C(C(=O)OC)C2)C)COCC[Si](C)(C)C)C1)C=1C=C2C=CN(C2=CC1)CCO (methyl 5-[(6-chloro-5-[1-(2-hydroxyethyl)-1H-indol-5-yl]-1-{[2-(trimethylsilyl)ethoxy]methyl}-1H-benzimidazol-2-yl)oxy]-2-methylbenzoate), CCCC[N+](CCCC)(CCCC)CCCC.[F-] (TBAF). Procedure: TBAF (1 M in THF) (0.9 mL, 0.9 mmol) was added to a solution of methyl 5-[(6-chloro-5-[1-(2-hydroxyethyl)-1H-indol-5-yl]-1-{[2-(trimethylsilyl)ethoxy]methyl}-1H-benzimidazol-2-yl)oxy]-2-methylbenzoate (105 mg, 0.173 mmol) in THF (2 mL). The reaction was heated at 80° C. for 1 h. TBAF (1 M in THF) (0.2 mL, 0.2 mmol) was added and heating continuted for an additional 1 h. Volatiles were removed and the residue was dissolved in MeOH (3 mL) and treated with 2.5 N aqueous NaOH (1 mL). The mixture was... Product: ClC=1C(=CC2=C(NC(=N2)OC=2C=CC(=C(C(=O)O)C2)C)C1)C=1C=C2C=CN(C2=CC1)CCO (5-({6-chloro-5-[1-(2-hydroxyethyl)-1H-indol-5-yl]-1H-benzimidazol-2-yl}oxy)-2-methylbenzoic acid). Solvent: C1CCOC1 (THF). RXN SMILES: CCCC[N+](CCCC)(CCCC)CCCC.[F-].[Cl:19][C:20]1[C:21]([C:49]2[CH:50]=[C:51]3[C:55](=[CH:56][CH:57]=2)[N:54]([CH2:58][CH2:59][OH:60])[CH:53]=[CH:52]3)=[CH:22][C:23]2[N:27]=[C:26]([O:28][C:29]3[CH:30]=[CH:31][C:32]([CH3:39])=[C:33]([CH:38]=3)[C:34]([O:36]C)=[O:35])[N:25](COCC[Si](C)(C)C)[C:24]=2[CH:48]=1>C1COCC1>[Cl:19][C:20]1[C:21]([C:49]2[CH:50]=[C:51]3[C:55](=[CH:56][CH:57]=2)[N:54]([CH2:58][CH2:59][OH:60])[CH:53]=[CH:52]3)=[CH:22][C:23]2[N:27]=[C:26]([O:28][C:29]3[CH:30]=[CH:31][C:32]([CH3:39])=[C:33]([CH:38]=3)[C:34]([OH:36])=[O:35])[NH:25][C:24]=2[CH:48]=1 |f:0.1|. Reactants: CN(C)S(N)(=O)=O, CN(C)c1ccncc1, CS(C)=O, CO, CC1=NC2=Cn3c(cc4c(C5CCCCC5)cccc43)-c3cc(C(=O)O)ccc3N2C1, CN(C)C=O. The product is CC1=NC2=Cn3c(cc4c(C5CCCCC5)cccc43)-c3cc(C(=O)NS(=O)(=O)N(C)C)ccc3N2C1. Reaction SMILES: [CH3:32][N:33]([S:34](=[O:35])(=[O:36])[NH2:37])[CH3:38].[CH3:44][N:45]([c:46]1[cH:47][cH:48][n:49][cH:50][cH:51]1)[CH3:52].[CH3:53][S:54]([CH3:55])=[O:56].[CH3:57][OH:58].[CH:1]1([c:7]2[c:8]3[cH:9][c:10]4[n:11]([c:28]3[cH:29][cH:30][cH:31]2)[CH:12]=[C:13]2[N:14]([c:15]3[c:16]-4[cH:17][c:18]([C:21](=[O:22])[OH:23])[cH:19][cH:20]3)[CH2:24][C:25]([CH3:27])=[N:26]2)[CH2:2][CH2:3][CH2:4][CH2:5][CH2:6]1.[O:39]=[CH:40][N:41]([CH3:42])[CH3:43]>>[CH:1]1([c:7]2[c:8]3[cH:9][c:10]4[n:11]([c:28]3[cH:29][cH:30][cH:31]2)[CH:12]=[C:13]2[N:14]([c:15]3[c:16]-4[cH:17][c:18]([C:21](=[O:22])[NH:37][S:34]([N:33]([CH3:32])[CH3:38])(=[O:35])=[O:36])[cH:19][cH:20]3)[CH2:24][C:25]([CH3:27])=[N:26]2)[CH2:2][CH2:3][CH2:4][CH2:5][CH2:6]1. Reaction conditions: time 1 hour. The solvent is O (water). The yield is 81.4%. Starting materials: NC(CC(C)C)C(=O)O (d,1-leucine), C([O-])([O-])=O.[Na+].[Na+] (sodium carbonate), C(=O)(OCC)N1C(C=2C(C1=O)=CC=CC2)=O (N-carboethoxyphthalimide). Yields the product C1(C=2C(C(N1C(C(=O)O)CC(C)C)=O)=CC=CC2)=O (2-phthalimido-4-methylpentanoic acid). Reported procedure: To a stirred solution of d,1-leucine (3.31 g, 25.0 mmol) and sodium carbonate (2.78 g, 26.25 mmol) in 50 mL of water is added N-carboethoxyphthalimide (5.65 g, 25.0 mmol). After 1 hour at room temperature, the reaction slurry is filtered, the filtrate stirred, and the pH adjusted to 1-2 with 4N hydrochloric acid. The mixture is stirred overnight, the resulting slurry is filtered, and the solid washed with water and dried in vacuo (60° C., <1 mm) to afford 5.32 g (81%) of the 2-phthalimido-4-meth... As a reaction SMILES: [NH2:1][CH:2]([C:7]([OH:9])=[O:8])[CH2:3][CH:4]([CH3:6])[CH3:5].C(=O)([O-])[O-].[Na+].[Na+].C(N1[C:25](=[O:26])[C:24]2=[CH:27][CH:28]=[CH:29][CH:30]=[C:23]2[C:22]1=[O:31])(OCC)=O>O>[C:22]1(=[O:31])[N:1]([CH:2]([CH2:3][CH:4]([CH3:6])[CH3:5])[C:7]([OH:9])=[O:8])[C:25](=[O:26])[C:24]2=[CH:27][CH:28]=[CH:29][CH:30]=[C:23]12 |f:1.2.3|. Reactants: CC1=CC=CC(=N1)C(CC=1C=C2C=CC=NC2=CC1)=O (1-(6-Methyl-pyridin-2-yl)-2-quinolin-6-yl-ethanone), BrBr (bromine). Run in C(C)(=O)O (acetic acid), C(C)(=O)O (acetic acid). Run at time 3 hour. Product: BrC(C(=O)C1=NC(=CC=C1)C)C=1C=C2C=CC=NC2=CC1 (2-Bromo-1-(6-methyl-pyridin-2-yl)-2-quinolin-6-yl-ethanone). The yield is 64.8%. RXN SMILES: [CH3:1][C:2]1[N:7]=[C:6]([C:8](=[O:20])[CH2:9][C:10]2[CH:11]=[C:12]3[C:17](=[CH:18][CH:19]=2)[N:16]=[CH:15][CH:14]=[CH:13]3)[CH:5]=[CH:4][CH:3]=1.[Br:21]Br>C(O)(=O)C>[Br:21][CH:9]([C:10]1[CH:11]=[C:12]2[C:17](=[CH:18][CH:19]=1)[N:16]=[CH:15][CH:14]=[CH:13]2)[C:8]([C:6]1[CH:5]=[CH:4][CH:3]=[C:2]([CH3:1])[N:7]=1)=[O:20]. Procedure details: To a stirred solution of 1-(6-methyl-pyridin-2-yl)-2-quinolin-6-yl-ethanone of Step C (1.13 g, 4.3 mmol) in acetic acid (40 mL) was slowly added a solution of bromine (0.22 ml, 4.3 mmol, 1 equiv) in acetic acid (5 mL) over 2 minutes. After stirring at the ambient temperature for 3 hours the reaction mixture was concentrated in vacuo, and the residue was triturated with a mixture of ethyl acetate (20 mL) and ether (20 mL). The crude hydrobromide was converted to the free base by treating with sat... Reaction conditions: temperature -5 celsius, time 5 minute. Starting materials: C(C1=CC=CC=C1)O (benzyl alcohol), O=S(Cl)Cl (SOCl2), C1=CC(=CC(=C1)O)C[C@@H](C(=O)O)N (meta-Tyrosine). The yield is 59.0%. Yields the product NC(C(=O)OCC1=CC=CC=C1)CC1=CC(=CC=C1)O (Benzyl 2-amino-3-(3-hydroxyphenyl)propanoate). Procedure: To 10 mL of benzyl alcohol at −5° C. was added, with stirring, 0.2 mL of SOCl2 slowly. The clear colorless solution was cooled to −5° C. and 490 mg of meta-Tyrosine was added. After 5 min, the resulting solution was heated to 120° C. overnight. 100 ml of AcOEt are added. The organic phase are washed with saturated NaHCO3 and brine then dried over Na3SO4, filtered and concentrated to afford 170 as a white solid (430 mg, 59%). 1H NMR (DMSO): δ 1.90 (s, 3H), 2.87 (dd, 1H, J=13.1, 6.5 Hz), 2.94 (dd,... Reaction SMILES: [CH2:1]([OH:8])[C:2]1[CH:7]=[CH:6][CH:5]=[CH:4][CH:3]=1.O=S(Cl)Cl.[CH:13]1[CH:18]=[C:17]([OH:19])[CH:16]=[C:15]([CH2:20][C@H:21]([NH2:25])[C:22](O)=[O:23])[CH:14]=1>CCOC(C)=O>[NH2:25][CH:21]([CH2:20][C:15]1[CH:14]=[CH:13][CH:18]=[C:17]([OH:19])[CH:16]=1)[C:22]([O:8][CH2:1][C:2]1[CH:7]=[CH:6][CH:5]=[CH:4][CH:3]=1)=[O:23]. The solvent is CCOC(=O)C (AcOEt).